Dataset: the Open Reaction Database (ORD), a public repository of structured organic reaction records. Task: describe an organic reaction: reactants, conditions, products, and yield Starting materials: ClCC(=O)Cl (chloroacetyl chloride), O1C(OCCCC1)CNC1=C(C=CC=C1CC)CC (N-(1,3-dioxepan-2-ylmethyl)-2,6-diethylaniline), C([O-])(O)=O.[Na+] (sodium bicarbonate), O1CCOCC1 (dioxane). The solvent is O (water), CCOCC (ether). Conditions: time 15 minute. Product: ClCC(=O)N(C1=C(C=CC=C1CC)CC)CC1OCCCCO1 (N-α-chloroacetyl-N-(1,3-dioxepan-2-ylmethyl)-2,6-diethylaniline). Reaction SMILES: [O:1]1[CH2:7][CH2:6][CH2:5][CH2:4][O:3][CH:2]1[CH2:8][NH:9][C:10]1[C:15]([CH2:16][CH3:17])=[CH:14][CH:13]=[CH:12][C:11]=1[CH2:18][CH3:19].C(=O)(O)[O-].[Na+].O1CCOCC1.[Cl:31][CH2:32][C:33](Cl)=[O:34]>CCOCC.O>[Cl:31][CH2:32][C:33]([N:9]([CH2:8][CH:2]1[O:3][CH2:4][CH2:5][CH2:6][CH2:7][O:1]1)[C:10]1[C:15]([CH2:16][CH3:17])=[CH:14][CH:13]=[CH:12][C:11]=1[CH2:18][CH3:19])=[O:34] |f:1.2|. Procedure details: N-(1,3-dioxepan-2-ylmethyl)-2,6-diethylaniline (26.3 grams), sodium bicarbonate (15 grams), dioxane (30 ml) and water (4 ml) are charged into a glass reaction vessel equipped with a mechanical stirrer and thermometer. The mixture is cooled to a temperature of about 0°C and chloroacetyl chloride (15 grams) is added, with stirring, over a period of about 15 minutes. After the addition is completed stirring is continued for a period of about 1 hour. After this time ether (100 ml) is added to the mi... The reagents and catalysts are Cl[Pd]([P](C1=CC=CC=C1)(C2=CC=CC=C2)C3=CC=CC=C3)([P](C4=CC=CC=C4)(C5=CC=CC=C5)C6=CC=CC=C6)Cl (PdCl2(PPh3)2). Run in O (water), CN(C)C=O (DMF). The reactants are CCOC(=O)C (EtOAc), COC(=O)C=1C(=C2C=C(C(N(C2=C(N1)Br)CC1=CC=CC=C1)=O)C1=CC=CC=C1)O (1-benzyl-8-bromo-5-hydroxy-2-oxo-3-phenyl-1,2-dihydro-[1,7]naphthyridine-6-carboxylic acid methyl ester), C(CCC)[Sn](C=1N=NC=CC1)(CCCC)CCCC (3-tributylstannanyl-pyridazine), Cl (HCl). RXN SMILES: [CH3:1][O:2][C:3]([C:5]1[C:6]([OH:30])=[C:7]2[C:12](=[C:13](Br)[N:14]=1)[N:11]([CH2:16][C:17]1[CH:22]=[CH:21][CH:20]=[CH:19][CH:18]=1)[C:10](=[O:23])[C:9]([C:24]1[CH:29]=[CH:28][CH:27]=[CH:26][CH:25]=1)=[CH:8]2)=[O:4].C([Sn](CCCC)(CCCC)[C:36]1[N:37]=[N:38][CH:39]=[CH:40][CH:41]=1)CCC.CCOC(C)=O.Cl>CN(C=O)C.Cl[Pd](Cl)([P](C1C=CC=CC=1)(C1C=CC=CC=1)C1C=CC=CC=1)[P](C1C=CC=CC=1)(C1C=CC=CC=1)C1C=CC=CC=1.O>[CH3:1][O:2][C:3]([C:5]1[C:6]([OH:30])=[C:7]2[C:12](=[C:13]([C:36]3[N:37]=[N:38][CH:39]=[CH:40][CH:41]=3)[N:14]=1)[N:11]([CH2:16][C:17]1[CH:22]=[CH:21][CH:20]=[CH:19][CH:18]=1)[C:10](=[O:23])[C:9]([C:24]1[CH:29]=[CH:28][CH:27]=[CH:26][CH:25]=1)=[CH:8]2)=[O:4] |^1:64,83|. Procedure: A mixture of 1-benzyl-8-bromo-5-hydroxy-2-oxo-3-phenyl-1,2-dihydro-[1,7]naphthyridine-6-carboxylic acid methyl ester (100 mg, 0.22 mmol), 3-tributylstannanyl-pyridazine (119 mg, 0.32 mmol) and PdCl2(PPh3)2 (30 mg, 0.043 mmol) in 5 mL of DMF was heated at 120° C. for 2 h under nitrogen atmosphere. After the mixture was cooled to r.t., EtOAc and water were added. 1 M HCl was added with stirring until pH was about 3-4. The aqueous layer was extracted with additional EtOAc, and the combined organic ... Yield: 17.6%. The product is COC(=O)C=1C(=C2C=C(C(N(C2=C(N1)C=1N=NC=CC1)CC1=CC=CC=C1)=O)C1=CC=CC=C1)O (1-Benzyl-5-hydroxy-2-oxo-3-phenyl-8-pyridazin-3-yl-1,2-dihydro-[1,7]naphthyridine-6-carboxylic acid methyl ester). Run at temperature 120 celsius. Reactants: O=C([O-])[O-], CCOC(C)=O, O=C(C=Cc1ccccc1)C=Cc1ccccc1, O=C(C=Cc1ccccc1)C=Cc1ccccc1, O=[N+]([O-])c1cccc(-c2nc(OS(=O)(=O)C(F)(F)F)cc3cccnc23)c1, [Na+], [Na+], C1CCOC1, OB(O)c1ccccc1, [Pd], c1ccc(P(c2ccccc2)c2ccccc2)cc1. Yields the product O=[N+]([O-])c1cccc(-c2nc(-c3ccccc3)cc3cccnc23)c1. RXN SMILES: [C:56](=[O:57])([O-:58])[O-:59].[CH3:67][CH2:68][O:69][C:70](=[O:71])[CH3:72].[CH:74](=[CH:75][C:76]([CH:77]=[CH:78][c:79]1[cH:80][cH:81][cH:82][cH:83][cH:84]1)=[O:85])[c:86]1[cH:87][cH:88][cH:89][cH:90][cH:91]1.[CH:92](=[CH:93][C:94]([CH:95]=[CH:96][c:97]1[cH:98][cH:99][cH:100][cH:101][cH:102]1)=[O:103])[c:104]1[cH:105][cH:106][cH:107][cH:108][cH:109]1.[F:1][C:2]([F:3])([F:4])[S:5]([O:6][c:7]1[cH:8][c:9]2[cH:10][cH:11][cH:12][n:13][c:14]2[c:15](-[c:17]2[cH:18][c:19]([N+:23](=[O:24])[O-:25])[cH:20][cH:21][cH:22]2)[n:16]1)(=[O:26])=[O:27].[Na+:60].[Na+:61].[O:62]1[CH2:63][CH2:64][CH2:65][CH2:66]1.[OH:28][B:29]([OH:30])[c:31]1[cH:32][cH:33][cH:34][cH:35][cH:36]1.[Pd:73].[c:37]1([P:38]([c:39]2[cH:40][cH:41][cH:42][cH:43][cH:44]2)[c:45]2[cH:46][cH:47][cH:48][cH:49][cH:50]2)[cH:51][cH:52][cH:53][cH:54][cH:55]1>>[c:7]1(-[c:31]2[cH:32][cH:33][cH:34][cH:35][cH:36]2)[cH:8][c:9]2[cH:10][cH:11][cH:12][n:13][c:14]2[c:15](-[c:17]2[cH:18][c:19]([N+:23](=[O:24])[O-:25])[cH:20][cH:21][cH:22]2)[n:16]1.